This data is from the Open Reaction Database (ORD), a public repository of structured organic reaction records. The task is: describe an organic reaction: reactants, conditions, products, and yield Reported procedure: A solution of 4-(1-hydroxy-9-t-butyldimethylsiloxynonyl)-2-trimethylsilylfuran (0.892 g, 2.17 mmol), acetic anhydride (5 ml) and pyridine (0.729 g, 8.66 mmol) was stirred at room temperature until no starting material was visible by TLC. The reaction mixture was concentrated and the residue was taken up in ethyl ether, washed with 10% hydrochloric acid, saturated sodium bicarbonate, aqueous 5% cupric sulfate solution, water, saturated sodium chloride, dried over magnesium sulfate, filtered and c... The product is C(C)(=O)OC(CCCCCCCCO[Si](C)(C)C(C)(C)C)C=1C=C(OC1)[Si](C)(C)C (4-(1-Acetoxy-9-t-butyldimethylsiloxynonyl)-2-trimethylsilylfuran). The reactants are OC(CCCCCCCCO[Si](C)(C)C(C)(C)C)C=1C=C(OC1)[Si](C)(C)C (4-(1-hydroxy-9-t-butyldimethylsiloxynonyl)-2-trimethylsilylfuran), C(C)(=O)OC(C)=O (acetic anhydride), N1=CC=CC=C1 (pyridine). As a reaction SMILES: [OH:1][CH:2]([C:19]1[CH:20]=[C:21]([Si:24]([CH3:27])([CH3:26])[CH3:25])[O:22][CH:23]=1)[CH2:3][CH2:4][CH2:5][CH2:6][CH2:7][CH2:8][CH2:9][CH2:10][O:11][Si:12]([C:15]([CH3:18])([CH3:17])[CH3:16])([CH3:14])[CH3:13].[C:28](OC(=O)C)(=[O:30])[CH3:29].N1C=CC=CC=1>>[C:28]([O:1][CH:2]([C:19]1[CH:20]=[C:21]([Si:24]([CH3:26])([CH3:25])[CH3:27])[O:22][CH:23]=1)[CH2:3][CH2:4][CH2:5][CH2:6][CH2:7][CH2:8][CH2:9][CH2:10][O:11][Si:12]([C:15]([CH3:18])([CH3:17])[CH3:16])([CH3:14])[CH3:13])(=[O:30])[CH3:29]. The reactants are P(Cl)(Cl)(Cl)(Cl)Cl (PCl5), substituted aniline, C(C1=CC=CC=C1)(=O)C(C(=O)O)=C (benzoylacrylic acid), C(C1=CC=CC=C1)(=O)C(C(=O)O)=C (benzoylacrylic acid), FC1=C(C(=C(C(=C1N)F)F)F)F (pentafluoroaniline), C(C1=CC=CC=C1)(=O)C=CC(=O)NC1=C(C(=C(C(=C1F)F)F)F)F (3-(benzoyl)pentafluoroacrylanilide), C(C1=CC=CC=C1)(=O)C(C(=O)O)=C (benzoylacrylic acid), substituted benzoylacrylic acid, ClC1=C(N)C(=CC=C1)Cl (2,6-dichloroaniline). Yields the product C(C1=CC=CC=C1)(=O)C=CC(=O)NC1=C(C=CC=C1Cl)Cl (3-Benzoyl-2',6'-dichloroacrylanilide). As a reaction SMILES: P(Cl)(Cl)(Cl)(Cl)Cl.C(C(=C)C(O)=O)(=O)C1C=CC=CC=1.[Cl:20][C:21]1[CH:27]=[CH:26][CH:25]=[C:24]([Cl:28])[C:22]=1[NH2:23].[C:29]([CH:37]=[CH:38][C:39](NC1C(F)=C(F)C(F)=C(F)C=1F)=[O:40])(=[O:36])[C:30]1[CH:35]=[CH:34][CH:33]=[CH:32][CH:31]=1.FC1C(N)=C(F)C(F)=C(F)C=1F>>[C:29]([CH:37]=[CH:38][C:39]([NH:23][C:22]1[C:21]([Cl:20])=[CH:27][CH:26]=[CH:25][C:24]=1[Cl:28])=[O:40])(=[O:36])[C:30]1[CH:35]=[CH:34][CH:33]=[CH:32][CH:31]=1. Procedure: The following additional compounds are prepared by employing PCl5 reagent in accordance with the method of the above Example 6. An analogous quantity of the appropriate benzoylacrylic acid or a substituted benzoylacrylic acid is employed in the manner of the benzoylacrylic acid of Example 5. Likewise, an analogous quantity of the appropriately substituted aniline is employed in the manner of the 2,6-dichloroaniline. Thus, to prepare 3-(benzoyl)pentafluoroacrylanilide, an analogous amount of benz... Starting materials: BrC=1C=NN2C1N=C(C=C2)NCCOC ((3-bromo-pyrazolo[1,5-a]pyrimidin-5-yl)-(2-methoxy-ethyl)-amine), N1N=NN=C1C1=CC=C(C=C1)B(O)O ((4-(1H-tetrazol-5-yl)phenyl)boronic acid), O.[O-]P(=O)([O-])[O-].[K+].[K+].[K+] (potassium phosphate tribasic monohydrate), ClCCl (dichloromethane), N#N (N2), N#N (N2). Reagents/catalysts: C1=CC=C(C=C1)P([C-]2C=CC=C2)C3=CC=CC=C3.C1=CC=C(C=C1)P([C-]2C=CC=C2)C3=CC=CC=C3.Cl[Pd]Cl.[Fe+2] ([1,1′-bis(diphenylphosphino)ferrocene]dichloro-palladium(II)). Solvent: COCCOC (1,2-dimethoxyethane), O (water), CO (methanol). Run at temperature 85 celsius. The product is COCCNC1=NC=2N(C=C1)N=CC2C2=CC=C(C=C2)C2=NN=NN2 ((2-Methoxy-ethyl)-[3-[4-(1H-tetrazol-5-yl)-phenyl]-pyrazolo[1,5-a]pyrimidin-5-yl]-amine), solid. As a reaction SMILES: Br[C:2]1[CH:3]=[N:4][N:5]2[CH:10]=[CH:9][C:8]([NH:11][CH2:12][CH2:13][O:14][CH3:15])=[N:7][C:6]=12.[NH:16]1[C:20]([C:21]2[CH:26]=[CH:25][C:24](B(O)O)=[CH:23][CH:22]=2)=[N:19][N:18]=[N:17]1.O.[O-]P([O-])([O-])=O.[K+].[K+].[K+].ClCCl.N#N>COCCOC.CO.C1C=CC(P(C2C=CC=CC=2)[C-]2C=CC=C2)=CC=1.C1C=CC(P(C2C=CC=CC=2)[C-]2C=CC=C2)=CC=1.Cl[Pd]Cl.[Fe+2].O>[CH3:15][O:14][CH2:13][CH2:12][NH:11][C:8]1[CH:9]=[CH:10][N:5]2[N:4]=[CH:3][C:2]([C:24]3[CH:23]=[CH:22][C:21]([C:20]4[NH:19][N:18]=[N:17][N:16]=4)=[CH:26][CH:25]=3)=[C:6]2[N:7]=1 |f:2.3.4.5.6,11.12.13.14|. Procedure details: To a mixture of (3-bromo-pyrazolo[1,5-a]pyrimidin-5-yl)-(2-methoxy-ethyl)-amine (307.7 mg, 1.1 mmol), (4-(1H-tetrazol-5-yl)phenyl)boronic acid [179942-55-3] (259.6 mg, 1.4 mmol), potassium phosphate tribasic monohydrate [27176-10-9] (522.4 mg, 2.3 mmol), and [1,1′-bis(diphenylphosphino)ferrocene]dichloro-palladium(II), complex with dichloromethane [95464-05-4] (106.3 mg, 0.1 mmol) contained in a 50 mL round bottomed flask was added a solution of 30% (v/v) water in 1,2-dimethoxyethane (12 mL) and... As a reaction SMILES: [Br:67][c:68]1[cH:69][cH:70][c:71]([O:72][CH2:73][CH2:74][CH2:75][CH2:76][C:77]([F:78])([F:79])[C:80]([F:81])([F:82])[C:83]([F:84])([F:85])[C:86]([F:87])([F:88])[F:89])[cH:90][cH:91]1.[CH2:13]([CH2:14][CH:15]=[CH2:16])[OH:17].[F:18][c:19]1[c:20](-[c:35]2[cH:36][cH:37][c:38](-[c:41]3[cH:42][cH:43][c:44]([OH:47])[cH:45][cH:46]3)[cH:39][cH:40]2)[cH:21][cH:22][c:23]([O:26][CH2:27][CH2:28][CH2:29][CH2:30][CH2:31][CH2:32][CH2:33][CH3:34])[c:24]1[F:25].[O:1]=[C:2]([O:3][CH2:4][CH3:5])[N:6]=[N:7][C:8]([O:9][CH2:10][CH3:11])=[O:12].[c:48]1([P:49]([c:50]2[cH:51][cH:52][cH:53][cH:54][cH:55]2)[c:56]2[cH:57][cH:58][cH:59][cH:60][cH:61]2)[cH:62][cH:63][cH:64][cH:65][cH:66]1>>[CH2:13]([CH2:14][CH:15]=[CH2:16])[O:17][c:44]1[cH:43][cH:42][c:41](-[c:38]2[cH:37][cH:36][c:35](-[c:20]3[c:19]([F:18])[c:24]([F:25])[c:23]([O:26][CH2:27][CH2:28][CH2:29][CH2:30][CH2:31][CH2:32][CH2:33][CH3:34])[cH:22][cH:21]3)[cH:40][cH:39]2)[cH:46][cH:45]1. The reactants are FC(F)(F)C(F)(F)C(F)(F)C(F)(F)CCCCOc1ccc(Br)cc1, C=CCCO, CCCCCCCCOc1ccc(-c2ccc(-c3ccc(O)cc3)cc2)c(F)c1F, CCOC(=O)N=NC(=O)OCC, c1ccc(P(c2ccccc2)c2ccccc2)cc1. The product is C=CCCOc1ccc(-c2ccc(-c3ccc(OCCCCCCCC)c(F)c3F)cc2)cc1. Reactants: COCOc1c(Br)c(C)cc2cc(OC)ccc12, CCCC[Sn](CCCC)(CCCC)c1ccco1, Cc1ccccc1, CCOCC, O, c1ccc([PH](c2ccccc2)(c2ccccc2)[Pd-4]([PH](c2ccccc2)(c2ccccc2)c2ccccc2)([PH](c2ccccc2)(c2ccccc2)c2ccccc2)[PH](c2ccccc2)(c2ccccc2)c2ccccc2)cc1. Yields the product COCOc1c(-c2ccco2)c(C)cc2cc(OC)ccc12. Reaction SMILES: [Br:19][c:20]1[c:21]([O:33][CH2:34][O:35][CH3:36])[c:22]2[cH:23][cH:24][c:25]([O:31][CH3:32])[cH:26][c:27]2[cH:28][c:29]1[CH3:30].[CH2:1]([Sn:2]([CH2:3][CH2:4][CH2:5][CH3:11])([c:6]1[o:7][cH:8][cH:9][cH:10]1)[CH2:12][CH2:13][CH2:14][CH3:15])[CH2:16][CH2:17][CH3:18].[CH3:37][c:38]1[cH:39][cH:40][cH:41][cH:42][cH:43]1.[CH3:44][CH2:45][O:46][CH2:47][CH3:48].[OH2:49].[c:50]1([PH:51]([Pd-4:52]([PH:53]([c:54]2[cH:55][cH:56][cH:57][cH:58][cH:59]2)([c:60]2[cH:61][cH:62][cH:63][cH:64][cH:65]2)[c:66]2[cH:67][cH:68][cH:69][cH:70][cH:71]2)([PH:72]([c:73]2[cH:74][cH:75][cH:76][cH:77][cH:78]2)([c:79]2[cH:80][cH:81][cH:82][cH:83][cH:84]2)[c:85]2[cH:86][cH:87][cH:88][cH:89][cH:90]2)[PH:91]([c:92]2[cH:93][cH:94][cH:95][cH:96][cH:97]2)([c:98]2[cH:99][cH:100][cH:101][cH:102][cH:103]2)[c:104]2[cH:105][cH:106][cH:107][cH:108][cH:109]2)([c:110]2[cH:111][cH:112][cH:113][cH:114][cH:115]2)[c:116]2[cH:117][cH:118][cH:119][cH:120][cH:121]2)[cH:122][cH:123][cH:124][cH:125][cH:126]1>>[c:6]1(-[c:20]2[c:21]([O:33][CH2:34][O:35][CH3:36])[c:22]3[cH:23][cH:24][c:25]([O:31][CH3:32])[cH:26][c:27]3[cH:28][c:29]2[CH3:30])[o:7][cH:8][cH:9][cH:10]1.